This data is from the Open Reaction Database (ORD), a public repository of structured organic reaction records. The task is: describe an organic reaction: reactants, conditions, products, and yield Starting materials: C(C)OC(CN)OCC (aminoacetaldehyde diethyl acetal), CCN=C=NCCCN(C)C (WSC), ClC1=C(C(=O)O)C=CC(=C1)Br (2-chloro-4-bromobenzoic acid). Run in C(Cl)Cl (CH2Cl2). Conditions: time 4 hour. The product is BrC1=CC(=C(C(=O)NCC(OCC)OCC)C=C1)Cl (4-Bromo-2-chloro-N-(2,2-diethoxyethyl)benzamide). The yield is 99.9%. Reaction SMILES: [Cl:1][C:2]1[CH:10]=[C:9]([Br:11])[CH:8]=[CH:7][C:3]=1[C:4]([OH:6])=O.[CH2:12]([O:14][CH:15]([O:18][CH2:19][CH3:20])[CH2:16][NH2:17])[CH3:13].CCN=C=NCCCN(C)C>C(Cl)Cl>[Br:11][C:9]1[CH:8]=[CH:7][C:3]([C:4]([NH:17][CH2:16][CH:15]([O:18][CH2:19][CH3:20])[O:14][CH2:12][CH3:13])=[O:6])=[C:2]([Cl:1])[CH:10]=1. Reported procedure: To a suspension of 2-chloro-4-bromobenzoic acid (10.0 g, 42.47 mmol) in CH2Cl2 (1000 mL) was added aminoacetaldehyde diethyl acetal (5.1 mL, 46.72 mmol) and WSC (9.77 g, 50.96 mmol) at room temperature, and stirred for 4 hours. The mixture was washed with water (100 mL), dried over MgSO4. Removal of the solvent, gave title compound (14.88 g, 100% yield). Reactants: CC(=O)CC(C)=O, CC[Mg+], C1CCOC1, C[Mg+], [Cl-], [Cl-], COc1cnc(Cl)nc1Cl, Cl, [Fe+3]. Product: CCc1nc(Cl)ncc1OC. RXN SMILES: [C:24]([CH2:25][C:26](=[O:27])[CH3:28])(=[O:29])[CH3:30].[CH2:12]([CH3:13])[Mg+:14].[CH2:19]1[O:20][CH2:21][CH2:22][CH2:23]1.[CH3:16][Mg+:17].[Cl-:11].[Cl-:15].[Cl:1][c:2]1[n:3][cH:4][c:5]([O:9][CH3:10])[c:6]([Cl:8])[n:7]1.[ClH:18].[Fe+3:31]>>[Cl:1][c:2]1[n:3][cH:4][c:5]([O:9][CH3:10])[c:6]([CH2:12][CH3:13])[n:7]1. The reactants are O=C(Cl)c1ccc(Br)cc1, Nc1ccc2cccnc2c1. Product: O=C(Nc1ccc2cccnc2c1)c1ccc(Br)cc1. RXN SMILES: [Br:1][c:2]1[cH:3][cH:4][c:5]([C:6](=[O:7])[Cl:8])[cH:9][cH:10]1.[NH2:11][c:12]1[cH:13][cH:14][c:15]2[cH:16][cH:17][cH:18][n:19][c:20]2[cH:21]1>>[Br:1][c:2]1[cH:3][cH:4][c:5]([C:6](=[O:7])[NH:11][c:12]2[cH:13][cH:14][c:15]3[cH:16][cH:17][cH:18][n:19][c:20]3[cH:21]2)[cH:9][cH:10]1. Reactants: [Br-], Br, CC(=O)O, Nc1ccc(OC(F)(F)F)cc1Cl, O=N[O-], [Na+], O, O=S(=O)(O)O. RXN SMILES: [Br-:18].[BrH:28].[CH3:24][C:25](=[O:26])[OH:27].[Cl:5][c:6]1[c:7]([NH2:8])[cH:9][cH:10][c:11]([O:13][C:14]([F:15])([F:16])[F:17])[cH:12]1.[N:1]([O-:2])=[O:3].[Na+:4].[OH2:29].[S:19](=[O:20])(=[O:21])([OH:22])[OH:23]>>[Cl:5][c:6]1[c:7]([Br:18])[cH:9][cH:10][c:11]([O:13][C:14]([F:15])([F:16])[F:17])[cH:12]1. The product is FC(F)(F)Oc1ccc(Br)c(Cl)c1. Starting materials: B(Br)(Br)Br (BBr3), FC1=C(C=O)C=C(C=C1)OC (2-fluoro-5-(methyloxy)benzaldehyde), O (water). Solvent: C(Cl)Cl (CH2Cl2). Reaction conditions: temperature -78 celsius, time 1 hour. The product is FC1=C(C=O)C=C(C=C1)O (2-Fluoro-5-hydroxybenzaldehyde). The yield is 25.0%. Reaction SMILES: B(Br)(Br)Br.[F:5][C:6]1[CH:13]=[CH:12][C:11]([O:14]C)=[CH:10][C:7]=1[CH:8]=[O:9].O>C(Cl)Cl>[F:5][C:6]1[CH:13]=[CH:12][C:11]([OH:14])=[CH:10][C:7]=1[CH:8]=[O:9]. Procedure details: BBr3 (4 mL, 4 mmol, 1.0 M in heptane) was added dropwise to a solution of 2-fluoro-5-(methyloxy)benzaldehyde in CH2Cl2 at −78° C. The reaction mixture was stirred at −78° C. for 1 hour, slowly warmed to 0° C. and stirred for 2 hours. The reaction mixture was poured into water, extracted with EtOAc (3×10 mL). The extracts were combined, washed with water, brine, and dried (Na2SO4). The solvent was evaporated, and the residue was purified on silica gel, using 0-20% EtOAc-Hexane to give the desired...